This data is from the Open Reaction Database (ORD), a public repository of structured organic reaction records. The task is: describe an organic reaction: reactants, conditions, products, and yield The reactants are CCOC(C)=O, CC(Oc1ccc2c(n1)OCCN(C(=O)OC(C)(C)C)C2)C1CCCC1, Cl. Yields the product CC(Oc1ccc2c(n1)OCCNC2)C1CCCC1, Cl. RXN SMILES: [C:27]([O:28][CH2:29][CH3:30])(=[O:31])[CH3:32].[CH:1]1([CH:6]([CH3:7])[O:8][c:9]2[cH:10][cH:11][c:12]3[c:18]([n:19]2)[O:17][CH2:16][CH2:15][N:14]([C:20]([O:21][C:22]([CH3:23])([CH3:24])[CH3:25])=[O:26])[CH2:13]3)[CH2:2][CH2:3][CH2:4][CH2:5]1.[ClH:33]>>[CH:1]1([CH:6]([CH3:7])[O:8][c:9]2[cH:10][cH:11][c:12]3[c:18]([n:19]2)[O:17][CH2:16][CH2:15][NH:14][CH2:13]3)[CH2:2][CH2:3][CH2:4][CH2:5]1.[ClH:33].